Dataset: the Open Reaction Database (ORD), a public repository of structured organic reaction records. Task: describe an organic reaction: reactants, conditions, products, and yield The reactants are C1(=CC=CC=C1)P(C1=CC=CC=C1)C1=CC=CC=C1 (triphenylphosphine), N(=NC(=O)OC(C)C)C(=O)OC(C)C (diisopropyl azodicarboxylate), ice, C(C1=CC=CC=C1)OC1=NC(=CC(=C1CN(C(C1=C(C(=CC=C1O)OCC)C)=O)CCO)C)C (N-{[2-(benzyloxy)-4,6-dimethylpyridin-3-yl]methyl}-3-ethoxy-6-hydroxy-N-(2-hydroxyethyl)-2-methylbenzamide). Solvent: C1CCOC1 (THF). Run at time 10 minute. The product is C(C1=CC=CC=C1)OC1=NC(=CC(=C1CN1CCOC2=C(C1=O)C(=C(C=C2)OCC)C)C)C (4-{[2-(benzyloxy)-4,6-dimethylpyridin-3-yl]methyl}-7-ethoxy-6-methyl-3,4-dihydro-1,4-benzoxazepin-5(2H)-one). Isolated yield 58.3%. Reaction SMILES: C1(P(C2C=CC=CC=2)C2C=CC=CC=2)C=CC=CC=1.N(C(OC(C)C)=O)=NC(OC(C)C)=O.[CH2:34]([O:41][C:42]1[C:47]([CH2:48][N:49]([CH2:63][CH2:64][OH:65])[C:50](=[O:62])[C:51]2[C:56](O)=[CH:55][CH:54]=[C:53]([O:58][CH2:59][CH3:60])[C:52]=2[CH3:61])=[C:46]([CH3:66])[CH:45]=[C:44]([CH3:67])[N:43]=1)[C:35]1[CH:40]=[CH:39][CH:38]=[CH:37][CH:36]=1>C1COCC1>[CH2:34]([O:41][C:42]1[C:47]([CH2:48][N:49]2[C:50](=[O:62])[C:51]3[C:52]([CH3:61])=[C:53]([O:58][CH2:59][CH3:60])[CH:54]=[CH:55][C:56]=3[O:65][CH2:64][CH2:63]2)=[C:46]([CH3:66])[CH:45]=[C:44]([CH3:67])[N:43]=1)[C:35]1[CH:36]=[CH:37][CH:38]=[CH:39][CH:40]=1. Procedure details: A solution of triphenylphosphine (0.176 g, 0.671 mmol) in THF (5 mL) in an ice bath was treated with diisopropyl azodicarboxylate (0.140 mL, 0.67 mmol) dropwise. After 10 minutes, N-{[2-(benzyloxy)-4,6-dimethylpyridin-3-yl]methyl}-3-ethoxy-6-hydroxy-N-(2-hydroxyethyl)-2-methylbenzamide (114e, 0.155 g, 0.334 mmol) was added in one portion. The reaction mixture was stirred in the ice bath overnight and the reaction mixture gradually warmed to room temperature. The reaction mixture was concentrated... Reactants: O=C([O-])[O-], C#CCOc1ccc2c(c1)C13CCCCC1C(C2)NCC3, C=CCBr, [Cl-], Cl, [K+], [K+], [Na+], CN(C)C=O. Product: C#CCOc1ccc2c(c1)C13CCCCC1C(C2)N(CC=C)CC3. RXN SMILES: [C:23](=[O:24])([O-:25])[O-:26].[CH2:1]([C:2]#[CH:3])[O:4][c:5]1[cH:6][cH:7][c:8]2[c:17]([cH:18]1)[C:16]13[CH:11]([CH:10]([CH2:9]2)[NH:21][CH2:20][CH2:19]1)[CH2:12][CH2:13][CH2:14][CH2:15]3.[CH2:29]([CH:30]=[CH2:31])[Br:32].[Cl-:33].[ClH:22].[K+:27].[K+:28].[Na+:34].[O:35]=[CH:36][N:37]([CH3:38])[CH3:39]>>[CH2:1]([C:2]#[CH:3])[O:4][c:5]1[cH:6][cH:7][c:8]2[c:17]([cH:18]1)[C:16]13[CH:11]([CH:10]([CH2:9]2)[N:21]([CH2:31][CH:30]=[CH2:29])[CH2:20][CH2:19]1)[CH2:12][CH2:13][CH2:14][CH2:15]3. RXN SMILES: [CH3:1][O:2][C:3](OC)(OC)[CH:4]([CH3:6])[CH3:5].[OH:11][C@H:12]([CH2:14][C@@H:15]([OH:17])[CH3:16])[CH3:13].CC(C)([O-])C.[K+]>C1(C)C=CC=CC=1.CC1C=CC(S([O-])(=O)=O)=CC=1.C1C=C[NH+]=CC=1>[CH:4]([C:3]1([O:2][CH3:1])[O:17][C@H:15]([CH3:16])[CH2:14][C@@H:12]([CH3:13])[O:11]1)([CH3:6])[CH3:5] |f:2.3,5.6|. Yields the product C(C)(C)C1(O[C@@H](C[C@H](O1)C)C)OC (2-isopropyl-2-methoxy-4(R),6(R)-dimethyl-1,3-dioxane). The yield is 79.0%. The solvent is C1(=CC=CC=C1)C (toluene). Reactants: COC(C(C)C)(OC)OC (1,1,1-trimethoxyisobutane), O[C@@H](C)C[C@H](C)O (2(S),4(S)-dihydroxypentane), CC(C)([O-])C.[K+] (potassium tert. butoxide). Reported procedure: A mixture of 15.6 g (0.105 mol) of 1,1,1-trimethoxyisobutane, 10 g (0.0962 mol) of 2(S),4(S)-dihydroxypentane, and 251 mg of PPTS in 150 ml of toluene (dried over 3° A sieves) was allowed to reflux under argon for 11/2 hours while azeotroping water formed using the Dean-Stark trap. The reaction mixture was cooled, 1.2 g of potassium tert. butoxide was added, and the solvent was distilled. Ether (100 ml) was added to the residue, passed through a supercel pad eluting with 300 ml of ether, and the... Reagents/catalysts: CC1=CC=C(C=C1)S(=O)(=O)[O-].C1=CC=[NH+]C=C1 (PPTS). The reactants are C(=O)(O)CN1N=NN=C1S (1-Carboxymethyltetrazole-5-thiol), 1,1-carbonyldiimidazole, O1CCCC1 (tetrahydrofuran), N (ammonia). Run in CCOCC (ether). Conditions: time 2.5 hour. The product is C(N)(=O)CN1N=NN=C1S (1-carbamoylmethyltetrazole-5-thiol). Reaction SMILES: [C:1]([CH2:4][N:5]1[C:9]([SH:10])=[N:8][N:7]=[N:6]1)(O)=[O:2].O1CCCC1.[NH3:16]>CCOCC>[C:1]([CH2:4][N:5]1[C:9]([SH:10])=[N:8][N:7]=[N:6]1)(=[O:2])[NH2:16]. Procedure details: 1-Carboxymethyltetrazole-5-thiol and 1,1-carbonyldiimidazole were reacted as described in Example 4. To the reaction mixture was added tetrahydrofuran saturated with dry ammonia gas. The resulting suspension was stirred for 2.5 hours and the solid which formed was collected by filtration, washed with tetrahydrofuran and dissolved in methanol. Amberlite IR-120 ion-exchange resin (50 g.) was added and the suspension was stirred for 15 minutes. The resin was then removed and washed with absolute me... Starting materials: BrC=1C=C(C(N(C1)C)=O)NC1=CC(=NN1)C1CC1 (5-Bromo-3-(3-cyclopropyl-1H-pyrazol-5-ylamino)-1-methylpyridin-2(1H)-one), C(C)(=O)OCC1=C(C=CC=C1B1OC(C(O1)(C)C)(C)C)N1C(C2=CC=C(C=C2C1)C(C)(C)C)=O (2-(5-tert-Butyl-1-oxoisoindolin-2-yl)-6-(4,4,5,5-tetramethyl-1,3,2-dioxaborolan-2-yl)benzyl Acetate). Product: C(C)(C)(C)C=1C=C2CN(C(C2=CC1)=O)C1=C(C(=CC=C1)C1=CN(C(C(=C1)NC1=CC(=NN1)C1CC1)=O)C)CO (5-tert-Butyl-2-(3-(5-(3-cyclopropyl-1H-pyrazol-5-ylamino)-1-methyl-6-oxo-1,6-dihydropyridin-3-yl)-2-(hydroxymethyl)phenyl)isoindolin-1-one). The yield is 32.7%. As a reaction SMILES: Br[C:2]1[CH:3]=[C:4]([NH:10][C:11]2[NH:15][N:14]=[C:13]([CH:16]3[CH2:18][CH2:17]3)[CH:12]=2)[C:5](=[O:9])[N:6]([CH3:8])[CH:7]=1.C([O:22][CH2:23][C:24]1[C:29](B2OC(C)(C)C(C)(C)O2)=[CH:28][CH:27]=[CH:26][C:25]=1[N:39]1[CH2:47][C:46]2[C:41](=[CH:42][CH:43]=[C:44]([C:48]([CH3:51])([CH3:50])[CH3:49])[CH:45]=2)[C:40]1=[O:52])(=O)C>>[C:48]([C:44]1[CH:45]=[C:46]2[C:41](=[CH:42][CH:43]=1)[C:40](=[O:52])[N:39]([C:25]1[CH:26]=[CH:27][CH:28]=[C:29]([C:2]3[CH:3]=[C:4]([NH:10][C:11]4[NH:15][N:14]=[C:13]([CH:16]5[CH2:18][CH2:17]5)[CH:12]=4)[C:5](=[O:9])[N:6]([CH3:8])[CH:7]=3)[C:24]=1[CH2:23][OH:22])[CH2:47]2)([CH3:51])([CH3:49])[CH3:50]. Reported procedure: Using the same general procedure as Example 105, reaction of 110a (260 mg, 0.841 mmol) and 103f (429 mg, 0.926 mmol) afforded a 33% yield (144 mg) of 110 as an off-white solid: mp 178-180° C.; 1H NMR (500 MHz, DMSO-d6) δ 11.76 (d, 1H, J=2.0 Hz), 7.98 (d, 1H, J=2.0 Hz), 7.92 (s, 1H), 7.71 (m, 2H), 7.61 (dd, 1H, J=7.9, 1.6 Hz), 7.48 (m, 1H), 7.42 (dd, 1H, J=7.6, 1.1 Hz), 7.35 (dd, 1H, J=7.6, 1.1 Hz), 7.23 (d, 1H, J=2.1 Hz), 5.79 (d, 1H, J=2.2 Hz), 4.93 (s, 2H), 4.90 (t, 1H, J=4.9 Hz), 4.35 (d, 2H,... Reactants: C=C(C)c1ccccc1, [H][H]. The product is CC(C)c1ccccc1. RXN SMILES: [CH3:1][C:2](=[CH2:3])[c:4]1[cH:5][cH:6][cH:7][cH:8][cH:9]1.[H:10][H:11]>>[CH3:1][CH:2]([CH3:3])[c:4]1[cH:5][cH:6][cH:7][cH:8][cH:9]1. Starting materials: ClCCl, CCN(C(C)C)C(C)C, O=S(=O)(OCC(F)(F)F)C(F)(F)F, Cn1ncc(NC(=O)c2nc(-c3c(F)cccc3F)sc2NC(=O)OC(C)(C)C)c1N1CCCC(N)CC1, CN(C)C=O. Product: Cn1ncc(NC(=O)c2nc(-c3c(F)cccc3F)sc2NC(=O)OC(C)(C)C)c1N1CCCC(NCC(F)(F)F)CC1. As a reaction SMILES: [CH2:61]([Cl:62])[Cl:63].[CH:52]([N:53]([CH2:54][CH3:55])[CH:56]([CH3:57])[CH3:58])([CH3:59])[CH3:60].[F:39][C:40]([F:41])([F:42])[S:43]([O:44][CH2:45][C:46]([F:47])([F:48])[F:49])(=[O:50])=[O:51].[NH2:1][CH:2]1[CH2:3][CH2:4][N:5]([c:9]2[c:10]([NH:15][C:16](=[O:17])[c:18]3[n:19][c:20](-[c:31]4[c:32]([F:38])[cH:33][cH:34][cH:35][c:36]4[F:37])[s:21][c:22]3[NH:23][C:24]([O:25][C:26]([CH3:27])([CH3:28])[CH3:29])=[O:30])[cH:11][n:12][n:13]2[CH3:14])[CH2:6][CH2:7][CH2:8]1.[O:64]=[CH:65][N:66]([CH3:67])[CH3:68]>>[NH:1]([CH:2]1[CH2:3][CH2:4][N:5]([c:9]2[c:10]([NH:15][C:16](=[O:17])[c:18]3[n:19][c:20](-[c:31]4[c:32]([F:38])[cH:33][cH:34][cH:35][c:36]4[F:37])[s:21][c:22]3[NH:23][C:24]([O:25][C:26]([CH3:27])([CH3:28])[CH3:29])=[O:30])[cH:11][n:12][n:13]2[CH3:14])[CH2:6][CH2:7][CH2:8]1)[CH2:45][C:46]([F:47])([F:48])[F:49]. Reactants: BrC=1C=C(C(=C(C=O)C1)O)C(C)(C)C (5-bromo-3-tert-butyl-2-hydroxybenzaldehyde), CI (MeI), C(=O)([O-])[O-].[K+].[K+] (K2CO3). Solvent: CN(C)C=O (DMF), CCOCC (ether), O (water). Conditions: temperature 50 celsius. Yields the product BrC=1C=C(C(=C(C=O)C1)OC)C(C)(C)C (5-bromo-3-tert-butyl-2-methoxybenzaldehyde). Isolated yield 98.8%. RXN SMILES: [Br:1][C:2]1[CH:3]=[C:4]([C:11]([CH3:14])([CH3:13])[CH3:12])[C:5]([OH:10])=[C:6]([CH:9]=1)[CH:7]=[O:8].CI.[C:17]([O-])([O-])=O.[K+].[K+]>CN(C=O)C.CCOCC.O>[Br:1][C:2]1[CH:3]=[C:4]([C:11]([CH3:14])([CH3:13])[CH3:12])[C:5]([O:10][CH3:17])=[C:6]([CH:9]=1)[CH:7]=[O:8] |f:2.3.4|. Procedure details: A mixture of 27 (3.83 g), MeI (2.32 mL) and K2CO3 (6.18 g) in DMF (50 mL) was heated at 50° C. for 1 h then cooled to RT and diluted with ether and water. The organic layer was thrice washed with water then brine, dried (MgSO4) and concentrated to afford 3.99 g of 5-bromo-3-tert-butyl-2-methoxybenzaldehyde (28) as a yellow solid. Reactants: C(C1=CC=CC=C1)OC(=O)N1[C@@H](CCC1)C(=O)NCCCN1C(CCC1)=O ((S)-1-benzyloxycarbonyl-N-[3-(2-oxo-pyrrolidinyl)propyl]-2-pyrrolidine carboxamide). Reagents/catalysts: [C].[Pd] (palladium-carbon). The solvent is CO (methanol). The product is O=C1N(CCC1)CCCNC(=O)[C@H]1NCCC1 ((S)-N-[3-(2-oxo-1-pyrrolidinyl)propyl]-2-pyrrolidinecarboxamide). Yield: 71.9%. Reaction SMILES: C(OC([N:11]1[CH2:15][CH2:14][CH2:13][C@H:12]1[C:16]([NH:18][CH2:19][CH2:20][CH2:21][N:22]1[CH2:26][CH2:25][CH2:24][C:23]1=[O:27])=[O:17])=O)C1C=CC=CC=1>CO.[C].[Pd]>[O:27]=[C:23]1[CH2:24][CH2:25][CH2:26][N:22]1[CH2:21][CH2:20][CH2:19][NH:18][C:16]([C@@H:12]1[CH2:13][CH2:14][CH2:15][NH:11]1)=[O:17] |f:2.3|. Reported procedure: In 150 ml of methanol was dissolved 4.32 g of compound (99) and the compound was hydrogenated using 432 mg of 10% palladium-carbon as a catalyst. Then, the catalyst was filtered off from the reaction mixture and the filtrate was concentrated to provide 1.99 g of (S)-N-[3-(2-oxo-1-pyrrolidinyl)propyl]-2-pyrrolidinecarboxamide (100).